From a dataset of the Open Reaction Database (ORD), a public repository of structured organic reaction records. describe an organic reaction: reactants, conditions, products, and yield The reactants are [I-].C[S+](C)C (Trimethylsulphonium iodide), [OH-].[K+] (potassium hydroxide), COC=1C=C2C(=CC=NC2=CC1)C=O (6-methoxy-quinoline-4-carbaldehyde), C1=CC=CC=C1 (benzene). Reagents/catalysts: O (water). Solvent: C(C)#N (acetonitrile). Conditions: temperature 60 celsius. Yields the product COC=1C=C2C(=CC=NC2=CC1)C1OC1 ((RS)-6-Methoxy-4-oxiranylquinoline). Reaction SMILES: [I-].C[S+](C)C.[OH-].[K+].[CH3:8][O:9][C:10]1[CH:11]=[C:12]2[C:17](=[CH:18][CH:19]=1)[N:16]=[CH:15][CH:14]=[C:13]2[CH:20]=[O:21].[CH:22]1C=CC=CC=1>C(#N)C.O>[CH3:8][O:9][C:10]1[CH:11]=[C:12]2[C:17](=[CH:18][CH:19]=1)[N:16]=[CH:15][CH:14]=[C:13]2[CH:20]1[CH2:22][O:21]1 |f:0.1,2.3|. Procedure details: Trimethylsulphonium iodide (0.954 g, 4.67 mmol) and potassium hydroxide powder (1.8 g, 32 mmol) were added to a solution of 6-methoxy-quinoline-4-carbaldehyde (0.85 g, 4.54 mmol) in acetonitrile (13.5 ml) and water (6 drops). The reaction mixture was heated at 60° C. for one hour. The mixture was then cooled to room temperature and benzene (40 ml) was added. The precipitate was filtered off and the filtrate was concentrated to dryness by rotary evaporation. The residue was diluted with water (10... Starting materials: O[C@@H]1[C@]2(C)[C@@H](CC1)[C@@H]1CCC3=CC(C[C@@H]([C@]3(CO)[C@H]1CC2)C)=O (17β,19-dihydroxy-1α-methyl-4-androsten-3-one), CC(=O)C.OS(=O)(=O)O.O=[Cr](=O)=O (Jones Reagent). The product is C[C@H]1CC(C=C2CC[C@H]3[C@@H]4CCC([C@@]4(C)CC[C@@H]3[C@@]12C=O)=O)=O (1α-methyl-4-androstene-3,17,19-trione). Reaction SMILES: [OH:1][C@H:2]1[CH2:7][CH2:6][C@H:5]2[C@H:8]3[C@H:19]([CH2:20][CH2:21][C@:3]12[CH3:4])[C@:16]1([CH2:17][OH:18])[C:11](=[CH:12][C:13](=[O:23])[CH2:14][C@@H:15]1[CH3:22])[CH2:10][CH2:9]3.CC(C)=O.OS(O)(=O)=O.O=[Cr](=O)=O>CC(C)=O>[CH3:22][C@@H:15]1[C@@:16]2([CH:17]=[O:18])[C:11]([CH2:10][CH2:9][C@@H:8]3[C@@H:19]2[CH2:20][CH2:21][C@@:3]2([CH3:4])[C@H:5]3[CH2:6][CH2:7][C:2]2=[O:1])=[CH:12][C:13](=[O:23])[CH2:14]1 |f:1.2.3|. Procedure: To a solution of 17β,19-dihydroxy-1α-methyl-4-androsten-3-one in acetone at 20° C. is added 2 equivalents of Jones Reagent with stirring. After 15 minutes the upper acetone layer is decanted and poured onto ice water and stirred for an additional 30 minutes. The precipitate which forms is filtered, washed with water and dissolved in ether. The ether solution is dried over magnesium sulfate and concentrated under reduced pressure. The residue is crystallized from acetone-hexane to yield 1α-methyl... The solvent is CC(=O)C (acetone). Reactants: C, ClCCl, Nc1cc(Nc2cc(Cl)ncn2)ccc1OCc1ccccc1, O=S(=O)(Cl)Cl, c1ccncc1. Yields the product CS(=O)(=O)Nc1cc(Nc2cc(Cl)ncn2)ccc1OCc1ccccc1. RXN SMILES: [CH4:35].[Cl:36][CH2:37][Cl:38].[NH2:1][c:2]1[cH:3][c:4]([NH:16][c:17]2[n:18][cH:19][n:20][c:21]([Cl:23])[cH:22]2)[cH:5][cH:6][c:7]1[O:8][CH2:9][c:10]1[cH:11][cH:12][cH:13][cH:14][cH:15]1.[S:30](=[O:31])(=[O:32])([Cl:33])[Cl:34].[cH:24]1[cH:25][cH:26][n:27][cH:28][cH:29]1>>[NH:1]([c:2]1[cH:3][c:4]([NH:16][c:17]2[n:18][cH:19][n:20][c:21]([Cl:23])[cH:22]2)[cH:5][cH:6][c:7]1[O:8][CH2:9][c:10]1[cH:11][cH:12][cH:13][cH:14][cH:15]1)[S:30](=[O:31])(=[O:32])[CH3:35]. The reactants are Mild steel, O.O.O.O.O.[OH-].C[N+](C)(C)C (tetramethylammonium hydroxide pentahydrate), O.O.O.O.O.O.[Cl-].[Cr+3].[Cl-].[Cl-].[Cl-].OCC[N+](C)(C)C (chromium (III) chloride hexahydrate choline chloride), O.O.[F-].C(C)[N+](CC)(CC)CC (tetraethylammonium fluoride dihydrate), mild steel. Reagents/catalysts: [Ni] (nickel), [Cl-].OCC[N+](C)(C)C (choline chloride), [Cl-].OCC[N+](C)(C)C (choline chloride). Run at temperature 80 celsius. The product is O.O.O.O.O.O.[Cl-].[Cr+3].[Cl-].[Cl-] (chromium (III) chloride hexahydrate), [Cr] (chromium). As a reaction SMILES: [OH2:1].O.O.O.O.O.[Cl-:7].[Cr+3:8].[Cl-].[Cl-].[Cl-].[OH:12]CC[N+](C)(C)C.O.O.[F-].C([N+](CC)(CC)CC)C.O.O.O.O.O.[OH-].C[N+](C)(C)C>[Cl-].OCC[N+](C)(C)C.[Ni]>[OH2:12].[OH2:1].[OH2:12].[OH2:12].[OH2:12].[OH2:12].[Cl-:7].[Cr+3:8].[Cl-:7].[Cl-:7].[Cr:8] |f:0.1.2.3.4.5.6.7.8.9.10.11,12.13.14.15,16.17.18.19.20.21.22,23.24,26.27.28.29.30.31.32.33.34.35|. Procedure details: We have found that the presence of specific additives, not generally recognised as brighteners, in 2:1 chromium (III) chloride hexahydrate-choline chloride can significantly brighten the electrodeposit. For example when 10% of choline chloride is replaced by tetraethylammonium fluoride dihydrate or tetramethylammonium hydroxide pentahydrate thin semi-bright pale blue chromium deposits can be obtained. Approximately 6 ml of 2:1 chromium (III) chloride hexahydrate-[choline chloride (90%) tetraethy... Starting materials: CC(C)O, CN1C(=O)C(F)(F)CN(C2CCCCC2)c2nc(Cl)ncc21, CCN1CCC(NC(=O)c2ccc(N)cc2)CC1, O, Cc1ccccc1S(=O)(=O)O. Yields the product CCN1CCC(NC(=O)c2ccc(Nc3ncc4c(n3)N(C3CCCCC3)CC(F)(F)C(=O)N4C)cc2)CC1. RXN SMILES: [CH:53]([OH:54])([CH3:55])[CH3:56].[Cl:1][c:2]1[n:3][cH:4][c:5]2[c:6]([n:22]1)[N:7]([CH:16]1[CH2:17][CH2:18][CH2:19][CH2:20][CH2:21]1)[CH2:8][C:9]([F:14])([F:15])[C:10](=[O:13])[N:11]2[CH3:12].[NH2:35][c:36]1[cH:37][cH:38][c:39]([C:40](=[O:41])[NH:42][CH:43]2[CH2:44][CH2:45][N:46]([CH2:49][CH3:50])[CH2:47][CH2:48]2)[cH:51][cH:52]1.[OH2:23].[c:24]1([CH3:25])[c:26]([S:27]([OH:28])(=[O:29])=[O:30])[cH:31][cH:32][cH:33][cH:34]1>>[c:2]1([NH:35][c:36]2[cH:37][cH:38][c:39]([C:40](=[O:41])[NH:42][CH:43]3[CH2:44][CH2:45][N:46]([CH2:49][CH3:50])[CH2:47][CH2:48]3)[cH:51][cH:52]2)[n:3][cH:4][c:5]2[c:6]([n:22]1)[N:7]([CH:16]1[CH2:17][CH2:18][CH2:19][CH2:20][CH2:21]1)[CH2:8][C:9]([F:14])([F:15])[C:10](=[O:13])[N:11]2[CH3:12]. Reactants: N1C(=NC=C1)C1=CC=C(C=N1)C=1C=CC2=C(CN(CCO2)C(=O)OC(C)(C)C)C1 (1,1-dimethylethyl 7-[6-(1H-imidazol-2-yl)pyridin-3-yl]-2,3-dihydro-1,4-benzoxazepin-4(5H)-carboxylate). Solvent: CO (methanol), Cl (hydrochloric acid), O1CCOCC1 (dioxane). Product: N1C(=NC=C1)C1=CC=C(C=N1)C=1C=CC2=C(CNCCO2)C1 (7-[6-(1H-imidazol-2-yl)pyridin-3-yl]-2,3,4,5-tetrahydro-1,4-benzoxazepine). As a reaction SMILES: [NH:1]1[CH:5]=[CH:4][N:3]=[C:2]1[C:6]1[N:11]=[CH:10][C:9]([C:12]2[CH:13]=[CH:14][C:15]3[O:21][CH2:20][CH2:19][N:18](C(OC(C)(C)C)=O)[CH2:17][C:16]=3[CH:29]=2)=[CH:8][CH:7]=1>CO.Cl.O1CCOCC1>[NH:1]1[CH:5]=[CH:4][N:3]=[C:2]1[C:6]1[N:11]=[CH:10][C:9]([C:12]2[CH:13]=[CH:14][C:15]3[O:21][CH2:20][CH2:19][NH:18][CH2:17][C:16]=3[CH:29]=2)=[CH:8][CH:7]=1. Procedure details: A solution of 1,1-dimethylethyl 7-[6-(1H-imidazol-2-yl)pyridin-3-yl]-2,3-dihydro-1,4-benzoxazepin-4(5H)-carboxylate (50 mg, 0.13 mmol) in a mixture of methanol (2 mL) and 4N hydrochloric acid in dioxane (2 mL) was refluxed for 5 min. After cooling to room temperature and the reaction mixture was concentrated. The residue was then concentrated from chloroform (3×) and dried to give crude 7-[6-(1H-imidazol-2-yl)pyridin-3-yl]-2,3,4,5-tetrahydro-1,4-benzoxazepine. Reactants: FC1=C(N)C=CC(=C1)F (2,4-Difluoroaniline), ClC1=CC(=NC=C1C(=O)OCC)Cl (ethyl 4,6-dichloronicotinate). The reagents and catalysts are Cl (HCl), O (H2O). The solvent is CCO (EtOH). Run at time 3 hour. The product is ClC1=NC=C(C(=O)OCC)C(=C1)NC1=C(C=C(C=C1)F)F (ethyl 6-chloro-4-(2,4-difluoroanilino)nicotinate). The yield is 64.3%. As a reaction SMILES: [F:1][C:2]1[CH:8]=[C:7]([F:9])[CH:6]=[CH:5][C:3]=1[NH2:4].Cl[C:11]1[C:16]([C:17]([O:19][CH2:20][CH3:21])=[O:18])=[CH:15][N:14]=[C:13]([Cl:22])[CH:12]=1>CCO.Cl.O>[Cl:22][C:13]1[CH:12]=[C:11]([NH:4][C:3]2[CH:5]=[CH:6][C:7]([F:9])=[CH:8][C:2]=2[F:1])[C:16]([C:17]([O:19][CH2:20][CH3:21])=[O:18])=[CH:15][N:14]=1. Reported procedure: 2,4-Difluoroaniline (1.20 g, 9.3 mmol) and ethyl 4,6-dichloronicotinate (2.05 g, 9.3 mmol) were dissolved in a mixture of EtOH (40 ml) and conc. HCl (5 drops) and heated to reflux for 15 h. The solution was allowed to cool and H2O (3 drops) was added to initialize precipitation. The flask was then sealed and placed in a freezer for 3 h. The solid was then isolated by filtration and washed with 10% Et2O/Hexane, affording ethyl 6-chloro-4-(2,4-difluoroanilino)nicotinate (1.87 g, 64%); m.p. (EtOH/w... Starting materials: S=C(n1ccnc1)n1ccnc1, CCOC(C)=O, CCCCCC, ClCCl, NCC(N)Cc1ccccc1. The product is S=C1NCC(Cc2ccccc2)N1. As a reaction SMILES: [C:12](=[S:13])([n:14]1[cH:15][cH:16][n:17][cH:18]1)[n:19]1[cH:20][cH:21][n:22][cH:23]1.[C:27]([O:28][CH2:29][CH3:30])(=[O:31])[CH3:32].[CH3:33][CH2:34][CH2:35][CH2:36][CH2:37][CH3:38].[Cl:24][CH2:25][Cl:26].[c:1]1([CH2:7][CH:8]([CH2:9][NH2:10])[NH2:11])[cH:2][cH:3][cH:4][cH:5][cH:6]1>>[c:1]1([CH2:7][CH:8]2[CH2:9][NH:10][C:12](=[S:13])[NH:11]2)[cH:2][cH:3][cH:4][cH:5][cH:6]1. Starting materials: ClC1=C(C=CC=C1)OCOC (1-chloro-2-methoxymethoxybenzene), ice, solution, C(CCC)[Li] (n-butyl lithium), CN(CCN(C)C)C (tetramethylethylenediamine), COCOC1=C(C=O)C=CC=C1 (2-methoxymethoxybenzaldehyde), O1CCCC1 (tetrahydrofuran). Run in CCCCCC (hexane). Run at time 4 hour. The product is ClC=1C(=C(C=CC1OC)C(O)C1=C(C=CC=C1)OCOC)OC ((3-Chloro-2-methoxy-methoxyphenyl)(2-methoxymethoxyphenyl)methanol). RXN SMILES: C([Li])CCC.CN(C)CCN(C)C.[Cl:14][C:15]1[CH:20]=[CH:19][CH:18]=[CH:17][C:16]=1[O:21][CH2:22]OC.[CH3:25][O:26][CH2:27][O:28][C:29]1[CH:36]=[CH:35][CH:34]=[CH:33][C:30]=1[CH:31]=[O:32].[O:37]1CCC[CH2:38]1>CCCCCC>[Cl:14][C:15]1[C:16]([O:21][CH3:22])=[C:17]([CH:31]([C:30]2[CH:33]=[CH:34][CH:35]=[CH:36][C:29]=2[O:28][CH2:27][O:26][CH3:25])[OH:32])[CH:18]=[CH:19][C:20]=1[O:37][CH3:38]. Procedure: A 1.6M solution of n-butyl lithium in hexane (140 ml) was placed in a 1 l flask and cooled in an ice bath. To this was added with stirring 34 ml of tetramethylethylenediamine and, after a 10 min reaction period, 34.5 g of 1-chloro-2-methoxymethoxybenzene (dropwise over a 30 min period). A pale orange suspension formed and this was stirred for 4 hours continuing the ice bath cooling. A solution of 34.5 g of 2-methoxymethoxybenzaldehyde in 30 ml of tetrahydrofuran was added with stirring and cooli...